Dataset: the Open Reaction Database (ORD), a public repository of structured organic reaction records. Task: describe an organic reaction: reactants, conditions, products, and yield Starting materials: O (H2O), ClC1=C2C=CC(=CC2=CC=C1)C(=O)O (5-chloro-2-naphthoic acid), C(=O)([O-])[O-].[K+].[K+] (K2CO3), B.C1CCOC1 (BH3.THF). Solvent: C1CCOC1 (THF). Run at temperature 0 celsius. Yields the product ClC1=C2C=CC(=CC2=CC=C1)CO (5-Chloro-2-hydroxymethylnaphthalene). The yield is 91.7%. As a reaction SMILES: [Cl:1][C:2]1[CH:11]=[CH:10][CH:9]=[C:8]2[C:3]=1[CH:4]=[CH:5][C:6]([C:12](O)=[O:13])=[CH:7]2.B.C1COCC1.C([O-])([O-])=O.[K+].[K+].O>C1COCC1>[Cl:1][C:2]1[CH:11]=[CH:10][CH:9]=[C:8]2[C:3]=1[CH:4]=[CH:5][C:6]([CH2:12][OH:13])=[CH:7]2 |f:1.2,3.4.5|. Procedure: To a cooled (0° C.), stirred suspension of 5-chloro-2-naphthoic acid (1.10 g, 5.32 mmol) in THF (10 mL) was added BH3.THF (1M in THF, 7.50 mL, 7.50 mmol) over 10 minutes. The resulting mixture was then heated under reflux for 1 hour 30 minutes, recooled to 0° C., and saturated aqueous K2CO3 (4 mL) was added. H2O (20 mL) was added and the mixture was extracted with ether. The combined extracts were washed with brine, dried (MgSO4), and concentrated to give a pale yellow solid (0.94 g, 97%), m.p. ...